This data is from the Open Reaction Database (ORD), a public repository of structured organic reaction records. The task is: describe an organic reaction: reactants, conditions, products, and yield Reactants: Cl.NC1CN(CC1)S(=O)(=O)C=1C=2C(=CN=CC2C=CC1)Br (3-Amino-1-(4-bromo-5-isoquinolinesulfonyl)pyrrolidine hydrochloride), Cl.N[C@@H]1CN(CC1)S(=O)(=O)C=1C=2C(=CN=CC2C=CC1)Br ((S)-3-amino-1-(4-bromo-5-isoquinolinesulfonyl)pyrrolidine hydrochloride). Product: C(C=C)NC1CN(CC1)S(=O)(=O)C=1C=2C(=CN=CC2C=CC1)Br ((R/S)-3-(Allylamino)-1-(4-bromo-5-isoquinolinesulfony)pyrrolidine). RXN SMILES: Cl.[NH2:2][CH:3]1[CH2:7][CH2:6][N:5]([S:8]([C:11]2[C:12]3[C:13]([Br:21])=[CH:14][N:15]=[CH:16][C:17]=3[CH:18]=[CH:19][CH:20]=2)(=[O:10])=[O:9])[CH2:4]1.Cl.N[C@H:24]1[CH2:28]CN(S(C2C3C(Br)=CN=CC=3C=CC=2)(=O)=O)[CH2:25]1>>[CH2:28]([NH:2][CH:3]1[CH2:7][CH2:6][N:5]([S:8]([C:11]2[C:12]3[C:13]([Br:21])=[CH:14][N:15]=[CH:16][C:17]=3[CH:18]=[CH:19][CH:20]=2)(=[O:10])=[O:9])[CH2:4]1)[CH:24]=[CH2:25] |f:0.1,2.3|. Procedure: 3-Amino-1-(4-bromo-5-isoquinolinesulfonyl)pyrrolidine hydrochloride can be used in the method of Example 5-1 instead of (S)-3-amino-1-(4-bromo-5-isoquinolinesulfonyl)pyrrolidine hydrochloride to obtain the title compound. Reactants: C(C(=O)Cl)(=O)Cl (Oxalylchloride), CN(C)C=O (DMF), C(CCCC)SC=1SC2=C(N1)C=CC(=C2)S(=O)(=O)N([C@@H](C(=O)O)C)CC2=CC=CC=C2 ((2R)-2-[(2-n-pentylthiobenzthiazol-6-sulfonyl)benzylamino] propionic Acid). The solvent is ClCCl (dichloromethane). Run at temperature 0 celsius. Product: CC([C@H](C(=O)Cl)NS(=O)(=O)C1=CC2=C(N=C(S2)SC)C=C1)C ((2R)-3-methyl-2-[(2-methylthiobenzthiazol-6-sulfonyl)amino]butanoic chloride). RXN SMILES: [CH2:1]([S:6][C:7]1[S:8][C:9]2[CH:15]=[C:14]([S:16]([N:19]([CH2:25][C:26]3[CH:31]=CC=C[CH:27]=3)[C@H](C)C(O)=O)(=[O:18])=[O:17])[CH:13]=[CH:12][C:10]=2[N:11]=1)CCCC.C(Cl)(=O)[C:33]([Cl:35])=[O:34].CN(C=O)C>ClCCl>[CH3:31][CH:26]([CH3:27])[C@@H:25]([NH:19][S:16]([C:14]1[CH:13]=[CH:12][C:10]2[N:11]=[C:7]([S:6][CH3:1])[S:8][C:9]=2[CH:15]=1)(=[O:17])=[O:18])[C:33]([Cl:35])=[O:34]. Procedure details: (2R)-2-[(2-n-pentylthiobenzthiazol-6-sulfonyl) benzylamino]propionic acid (157 mg, 0.328 mmol) prepared in Example 33 was dissolved in dichloromethane (2 mL) and cooled down to 0° C. Oxalylchloride (0.114 mL, 10 equi.) and DMF of catalytic amount were added and the reaction solution was refluxed for 3 hours at RT. After reaction, the solution was distilled under reduced pressure to remove the solvent and dried under reduced pressure to give (2R)-3-methyl-2-[(2-methylthiobenzthiazol-6-sulfonyl)am... Procedure: Ethyl 2-isobutyryl-3-(2-methoxyphenylamino)acrylate (18.8 g, 0.065 mol) was added in portions to boiling diphenyl ether (150 ml). The mixture was heated under reflux for 30 minutes, cooled, and diluted with petroleum ether (500 ml). Filtration of the mixture gave 3-isobutyryl-8-methoxy-4(1H)-quinolone as a light brown solid (8.32 g, 52.2%). RXN SMILES: [C:1]([C:6](=[CH:12][NH:13][C:14]1[CH:19]=[CH:18][CH:17]=[CH:16][C:15]=1[O:20][CH3:21])[C:7]([O:9]CC)=O)(=[O:5])[CH:2]([CH3:4])[CH3:3]>C1(OC2C=CC=CC=2)C=CC=CC=1>[C:1]([C:6]1[C:7](=[O:9])[C:19]2[C:14](=[C:15]([O:20][CH3:21])[CH:16]=[CH:17][CH:18]=2)[NH:13][CH:12]=1)(=[O:5])[CH:2]([CH3:3])[CH3:4]. The reactants are C(C(C)C)(=O)C(C(=O)OCC)=CNC1=C(C=CC=C1)OC (Ethyl 2-isobutyryl-3-(2-methoxyphenylamino)acrylate). Run in petroleum ether, C1(=CC=CC=C1)OC1=CC=CC=C1 (diphenyl ether). Yield: 52.2%. Product: C(C(C)C)(=O)C1=CNC2=C(C=CC=C2C1=O)OC (3-isobutyryl-8-methoxy-4(1H)-quinolone). Reactants: C1(=CC=CC=C1)C(C(=O)OCC)=O (ethyl phenylglyoxylate), NC1CCN(CC1)CC1=CC=CC=C1 (4-amino-1-benzylpiperidine). The solvent is C(C)O (ethanol). Run at temperature 120 celsius, time 3 hour. Yields the product C(C1=CC=CC=C1)N1CCC(CC1)NC(C(=O)C1=CC=CC=C1)=O (N-(1-benzyl-4-piperidinyl)phenyl-glyoxylic acid amide). Isolated yield 81.4%. Reaction SMILES: [C:1]1([C:7](=[O:13])[C:8]([O:10]CC)=O)[CH:6]=[CH:5][CH:4]=[CH:3][CH:2]=1.[NH2:14][CH:15]1[CH2:20][CH2:19][N:18]([CH2:21][C:22]2[CH:27]=[CH:26][CH:25]=[CH:24][CH:23]=2)[CH2:17][CH2:16]1>C(O)C>[CH2:21]([N:18]1[CH2:19][CH2:20][CH:15]([NH:14][C:8](=[O:10])[C:7]([C:1]2[CH:2]=[CH:3][CH:4]=[CH:5][CH:6]=2)=[O:13])[CH2:16][CH2:17]1)[C:22]1[CH:23]=[CH:24][CH:25]=[CH:26][CH:27]=1. Procedure: Added to 4.28 g of ethyl phenylglyoxylate were 9.12 g of 4-amino-1-benzylpiperidine. The mixture was heated and stirred at 120° C. for 3 hours on an oil bath. Thereafter, ethanol formed was distilled off under reduced pressure, and the residue was purified by column chromatography on silica gel, thereby obtaining 6.3 g (yield: 81.4%) of N-(1-benzyl-4-piperidinyl)phenyl-glyoxylic acid amide. The reactants are C1(\C=C/C(=O)O1)=O (maleic anhydride), C(C)C(=O)C (methyl ethyl ketone), CCCCC=C (hexene-1), N(=NC(C#N)(C)C)C(C#N)(C)C (azobisisobutyronitrile). Solvent: CO (methanol). The product is 108, CCCCC=C.C1(\C=C/C(=O)O1)=O (hexene-1 maleic anhydride). As a reaction SMILES: [C:1]1(=[O:7])[O:6][C:4](=[O:5])[CH:3]=[CH:2]1.C(C(C)=O)C.[CH3:13][CH2:14][CH2:15][CH2:16][CH:17]=[CH2:18].N(C(C)(C)C#N)=NC(C)(C)C#N>CO>[CH3:18][CH2:17][CH2:16][CH2:15][CH:14]=[CH2:13].[C:4]1(=[O:5])[O:6][C:1](=[O:7])[CH:2]=[CH:3]1 |f:5.6|. Procedure details: A separable flask fitted with a reflux condenser was charged with 98 parts of maleic anhydride, 300 parts of methyl ethyl ketone, 84 parts of hexene-1 and 4 parts of azobisisobutyronitrile, and the mixture was reacted with stirring in an atmosphere of nitrogen at 65°-70° C. After carrying out the reaction for 10 hours, the system was cooled to room temperature and cold methanol was added to precipitate a polymer, which was separated, collected and dried under reduced pressure to obtain 108 parts... The reactants are N-metthylmorpholine-N-oxide, Cl (HCl), FC1(CCC(CC1)=C)F (1,1-difluoro-4-methylenecyclohexane), O (water), [O-]S(=O)(=S)[O-].[Na+].[Na+] (Na2S2O3). Reagents/catalysts: O=[Os](=O)(=O)=O (OsO4). Run at temperature 50 celsius, time 96 hour. Yields the product FC1(CCC(CC1)(O)CO)F (4,4-difluoro-1-(hydroxymethyl)cyclohexanol). Reaction SMILES: [F:1][C:2]1([F:9])[CH2:7][CH2:6][C:5](=[CH2:8])[CH2:4][CH2:3]1.[O-:10]S([O-])(=S)=O.[Na+].[Na+].Cl.[OH2:18]>O=[Os](=O)(=O)=O>[F:1][C:2]1([F:9])[CH2:7][CH2:6][C:5]([CH2:8][OH:10])([OH:18])[CH2:4][CH2:3]1 |f:1.2.3|. Reported procedure: To the solution from EXAMPLE 490A was added water (75 mL), then N-metthylmorpholine-N-oxide (6.4 mL, 50% solution in water) and OsO4 (14.2 g, 2.5 wt % solution in tert-butanol) were added, and the reaction was stirred for 96 hours at 50° C. The solution was cooled to room temperature, treated with saturated aqueous Na2S2O3 solution (100 mL) for 30 minutes, and then acidified with concentrated aqueous HCl. The solution was then extracted three times with ethyl acetate, and the organic layers were... Reactants: N1(CCCC1)CC1=NC2=CC=C(C=C2C=C1)NC(C)=O (N-[2-(1-pyrrolidinylmethyl)-6-quinolinyl]acetamide). Solvent: Cl (hydrochloric acid). Run at temperature 110 celsius, time 1 hour. Product: N1(CCCC1)CC1=NC2=CC=C(C=C2C=C1)N (2-(1-Pyrrolidinylmethyl)-6-quinolinylamine). The yield is 97.9%. As a reaction SMILES: [N:1]1([CH2:6][C:7]2[CH:16]=[CH:15][C:14]3[C:9](=[CH:10][CH:11]=[C:12]([NH:17]C(=O)C)[CH:13]=3)[N:8]=2)[CH2:5][CH2:4][CH2:3][CH2:2]1>Cl>[N:1]1([CH2:6][C:7]2[CH:16]=[CH:15][C:14]3[C:9](=[CH:10][CH:11]=[C:12]([NH2:17])[CH:13]=3)[N:8]=2)[CH2:5][CH2:4][CH2:3][CH2:2]1. Procedure details: To the N-[2-(1-pyrrolidinylmethyl)-6-quinolinyl]acetamide (5.53 g, 20.5 mmol) obtained in 1) of Example 7 was added concentrated hydrochloric acid (100 ml), the mixture was stirred at 110° C. for 1 hour, and the solvent was distilled off under reduced pressure. To the resulting residue was added ethyl acetate, the mixture was washed with an aqueous potassium carbonate solution and an aqueous saturated sodium chloride solution, dried over anhydrous sodium sulfate, and the solvent was distilled of... Isolated yield 71.0%. Run in C(C)(C)O (isopropanol), alcohol. The product is COC(=O)C1=C(N=C(C(C1C1=CC(=CC=C1)[N+](=O)[O-])C(=O)OC)OCC)N (2-amino-4-(3-nitrophenyl)-6-ethoxy-4,5-dihydropyridine-3,5-dicarboxylic acid dimethyl ester). Procedure details: Upon boiling a solution of 7.6 g of 3-nitrobenzaldehyde and 14.5 g of 3-amino-3-ethoxyacrylic acid methyl ester in 40 ml of alcohol for 6 hours, 2-amino-4-(3-nitrophenyl)-6-ethoxy-4,5-dihydropyridine-3,5-dicarboxylic acid dimethyl ester of melting point 163° C (isopropanol) is obtained. Yield: 71% of theory. The reactants are [N+](=O)([O-])C=1C=C(C=O)C=CC1 (3-nitrobenzaldehyde), COC(C=C(OCC)N)=O (3-amino-3-ethoxyacrylic acid methyl ester). As a reaction SMILES: [N+:1]([C:4]1[CH:5]=[C:6]([CH:9]=[CH:10][CH:11]=1)[CH:7]=O)([O-:3])=[O:2].[CH3:12][O:13][C:14](=[O:21])[CH:15]=[C:16]([NH2:20])[O:17][CH2:18][CH3:19]>C(O)(C)C>[CH3:12][O:13][C:14]([C:15]1[CH:7]([C:6]2[CH:9]=[CH:10][CH:11]=[C:4]([N+:1]([O-:3])=[O:2])[CH:5]=2)[CH:15]([C:14]([O:13][CH3:12])=[O:21])[C:16]([O:17][CH2:18][CH3:19])=[N:20][C:16]=1[NH2:20])=[O:21].